Task: describe an organic reaction: reactants, conditions, products, and yield. Dataset: the Open Reaction Database (ORD), a public repository of structured organic reaction records Starting materials: C(CCCCCCCCCCC)(=O)O (dodecanoic acid), CN(CCCN)C (N,N-dimethyl-1,3-diaminopropane), C(CCCCCCC)(=O)O (octanoic acid), C(CCCCCCCCCCCCCCC)(=O)O (Hexadecanoic acid), fatty acids. Product: C(CCCCCCCCCCCCCCC)(=O)NCCCN(C)C (N-hexadecanoyl-N′,N′-dimethyl-1,3-diaminopropane), C(CCCCCCCCC)(=O)NCCCN(C)C (N-decanoyl-N′,N′-dimethyl-1,3-diaminopropane), C(CCCCCCC)(=O)NCCCN(C)C (N-octanoyl-N′,N′-dimethyl-1,3-diaminopropane). RXN SMILES: [C:1]([OH:18])(=O)[CH2:2][CH2:3][CH2:4][CH2:5][CH2:6][CH2:7][CH2:8][CH2:9][CH2:10][CH2:11][CH2:12][CH2:13][CH2:14][CH2:15][CH3:16].[C:19]([OH:32])(=O)[CH2:20][CH2:21][CH2:22][CH2:23][CH2:24][CH2:25][CH2:26][CH2:27][CH2:28]CC.[C:33]([OH:42])(=O)[CH2:34][CH2:35][CH2:36][CH2:37][CH2:38][CH2:39][CH3:40].[CH3:43][N:44]([CH3:49])[CH2:45][CH2:46][CH2:47][NH2:48]>>[C:1]([NH:48][CH2:47][CH2:46][CH2:45][N:44]([CH3:49])[CH3:43])(=[O:18])[CH2:2][CH2:3][CH2:4][CH2:5][CH2:6][CH2:7][CH2:8][CH2:9][CH2:10][CH2:11][CH2:12][CH2:13][CH2:14][CH2:15][CH3:16].[C:19]([NH:48][CH2:47][CH2:46][CH2:45][N:44]([CH3:49])[CH3:43])(=[O:32])[CH2:20][CH2:21][CH2:22][CH2:23][CH2:24][CH2:25][CH2:26][CH2:27][CH3:28].[C:33]([NH:48][CH2:47][CH2:46][CH2:45][N:44]([CH3:49])[CH3:43])(=[O:42])[CH2:34][CH2:35][CH2:36][CH2:37][CH2:38][CH2:39][CH3:40]. Procedure details: Hexadecanoic acid, dodecanoic acid or octanoic acid was used instead of octadecanoic acid, and these fatty acids were allowed to react with N,N-dimethyl-1,3-diaminopropane in the same manner as described in Synthesis Example 1 to obtain N-hexadecanoyl-N′,N′-dimethyl-1,3-diaminopropane, N-decanoyl-N′,N′-dimethyl-1,3-diaminopropane and N-octanoyl-N′,N′-dimethyl-1,3-diaminopropane, respectively. The reactants are [H][H] (hydrogen), C(C)OC(CC(CC(=O)OCC)(C1=CC=CC=C1)C#N)=O (3-cyano-3-phenylpentanedioic acid diethyl ester), N (ammonia), C(C)O (ethanol), [H][H] (hydrogen). Reagents/catalysts: [Ni] (Raney nickel). Run in C(C)OCC.CCCCCC (diethyl ether hexane). Reaction conditions: temperature 50 celsius, time 15 minute. Product: C(C)OC(CC1(CNC(C1)=O)C1=CC=CC=C1)=O ((3-phenyl-5-oxopyrrolidin-3-yl)acetic Acid Ethyl Ester). RXN SMILES: [CH2:1]([O:3][C:4](=[O:21])[CH2:5][C:6]([C:19]#[N:20])([C:13]1[CH:18]=[CH:17][CH:16]=[CH:15][CH:14]=1)[CH2:7][C:8](OCC)=[O:9])[CH3:2].C(O)C.[H][H].N>[Ni].C(OCC)C.CCCCCC>[CH2:1]([O:3][C:4](=[O:21])[CH2:5][C:6]1([C:13]2[CH:18]=[CH:17][CH:16]=[CH:15][CH:14]=2)[CH2:7][C:8](=[O:9])[NH:20][CH2:19]1)[CH3:2] |f:5.6|. Procedure: Combine 3-cyano-3-phenylpentanedioic acid diethyl ester (93 g, 321 mmol) and ethanol (400 mL) in a 2 gallon pressure reactor. Add Raney nickel (280 g). Heat to 50° C. and charge with 200 psi of hydrogen. After 15 minutes, vent the reactor and add aqueous concentrated ammonia solution (120 mL). Charge the reactor with 200 psi of hydrogen. After 7 hours, vent the reactor and allow to stand for 18 hours. Filter through a celite pad and rinse the solids with ethanol. Evaporate the filtrate in vacuo ... Starting materials: ClC1=C(C(=C(C(=C1Cl)C(=O)N)Cl)Cl)C(=O)N (2,3,5,6-tetrachloro-1, 4-benzenedicarboxamide), ( IV ), S(O)(O)(=O)=O (sulfuric acid), O (water), S(O)(O)(=O)=O (sulfuric acid), S(O)(O)(=O)=O (sulfuric acid), S(O)(O)(=O)=O (sulfuric acid), S(O)(O)(=O)=O (sulfuric acid), ClC1=C(C(=C(C(=C1Cl)C(=O)N)Cl)Cl)C(=O)N (2,3,5,6-tetrachloro-1,4-benzenedicarboxamide), O (water), S(O)(O)(=O)=O (sulfuric acid). Reaction conditions: time 6 hour. Yields the product ClC1=C(C(=C(C(=C1Cl)C(=O)O)Cl)Cl)C(=O)O (2,3,5,6-tetrachloro-1,4-benzenedicarboxylic acid). Reaction SMILES: [Cl:1][C:2]1[C:7]([Cl:8])=[C:6]([C:9](N)=[O:10])[C:5]([Cl:12])=[C:4]([Cl:13])[C:3]=1[C:14](N)=[O:15].[OH2:17].S(=O)(=O)(O)[OH:19]>>[Cl:1][C:2]1[C:7]([Cl:8])=[C:6]([C:9]([OH:10])=[O:17])[C:5]([Cl:12])=[C:4]([Cl:13])[C:3]=1[C:14]([OH:15])=[O:19]. Procedure: 6.04 g (0.02 mol) of 2,3,5,6-tetrachloro-1, 4-benzenedicarboxamide and 17.65 g of sulfuric acid, consisting of 12.43 g of 96.3% sulfuric acid (containing 0.0256 mol of water) and 5.22 g of 26% fuming sulfuric acid (containing 0.017 mol of SO3), were charged into a reactor, and a hydrolysis of 2,3,5,6-tetrachloro-1,4-benzenedicarboxamide was performed at 180° C. for 6 hr under atmospheric pressure. The amount of water which was present prior to the reaction was 0.0086 mol because the SO3 in fumin... Starting materials: CCO, CC(=O)Cl, CC(C)(CSc1cnc(N)s1)C(=O)O. Yields the product CCOC(=O)C(C)(C)CSc1cnc(N)s1. Reaction SMILES: [CH3:19][CH2:20][OH:21].[CH3:1][C:2]([Cl:3])=[O:4].[NH2:5][c:6]1[s:7][c:8]([S:11][CH2:12][C:13]([C:14](=[O:15])[OH:16])([CH3:17])[CH3:18])[cH:9][n:10]1>>[CH3:1][CH2:2][O:4][C:14]([C:13]([CH2:12][S:11][c:8]1[s:7][c:6]([NH2:5])[n:10][cH:9]1)([CH3:17])[CH3:18])=[O:15]. Starting materials: S(=O)(Cl)Cl (Thionyl chloride), C1=CC=CC2=NC3=CC=CC=C3C(=C12)C(=O)O (9-acridinecarboxylic acid). Product: C1=CC=CC2=NC3=CC=CC=C3C(=C12)C(=O)Cl (9-acridinecarboxylic acid chloride). RXN SMILES: S(Cl)([Cl:3])=O.[CH:5]1[C:18]2[C:9](=[N:10][C:11]3[C:16]([C:17]=2[C:19]([OH:21])=O)=[CH:15][CH:14]=[CH:13][CH:12]=3)[CH:8]=[CH:7][CH:6]=1>>[CH:5]1[C:18]2[C:9](=[N:10][C:11]3[C:16]([C:17]=2[C:19]([Cl:3])=[O:21])=[CH:15][CH:14]=[CH:13][CH:12]=3)[CH:8]=[CH:7][CH:6]=1. Procedure details: Thionyl chloride (20 me) was added to 2.2 g of 9-acridinecarboxylic acid, followed by heating under reflux for 5 hours. After the thionyl chloride was distilled off under reduced pressure, 20 ml of methylene chloride were added further. Distillation was repeated twice under reduced pressure, whereby 2.4 g of the compound (2) were obtained (yield: stoichiometric).